Dataset: the Open Reaction Database (ORD), a public repository of structured organic reaction records. Task: describe an organic reaction: reactants, conditions, products, and yield The reactants are CCOC(C)=O, CS(C)=O, C(=NC1CCCCC1)=NC1CCCCC1, O=[N+]([O-])c1ccc(OCc2ccc3ccccc3n2)cc1CO, O=P(O)(O)O. The product is O=Cc1cc(OCc2ccc3ccccc3n2)ccc1[N+](=O)[O-]. Reaction SMILES: [CH3:44][CH2:45][O:46][C:47](=[O:48])[CH3:49].[CH3:50][S:51]([CH3:52])=[O:53].[CH:24]1([N:25]=[C:26]=[N:27][CH:28]2[CH2:29][CH2:30][CH2:31][CH2:32][CH2:33]2)[CH2:34][CH2:35][CH2:36][CH2:37][CH2:38]1.[N+:1](=[O:2])([O-:3])[c:4]1[c:5]([CH2:6][OH:7])[cH:8][c:9]([O:12][CH2:13][c:14]2[n:15][c:16]3[cH:17][cH:18][cH:19][cH:20][c:21]3[cH:22][cH:23]2)[cH:10][cH:11]1.[P:39](=[O:40])([OH:41])([OH:42])[OH:43]>>[N+:1](=[O:2])([O-:3])[c:4]1[c:5]([CH:6]=[O:7])[cH:8][c:9]([O:12][CH2:13][c:14]2[n:15][c:16]3[cH:17][cH:18][cH:19][cH:20][c:21]3[cH:22][cH:23]2)[cH:10][cH:11]1.